This data is from the Open Reaction Database (ORD), a public repository of structured organic reaction records. The task is: describe an organic reaction: reactants, conditions, products, and yield Starting materials: O=C([O-])O, CS(C)=O, Clc1ccc2c(C3CCNCC3)n[nH]c2c1, N#CBr, [Na+], O. RXN SMILES: [C:4](=[O:5])([OH:6])[O-:7].[CH3:26][S:27]([CH3:28])=[O:29].[Cl:9][c:10]1[cH:11][cH:12][c:13]2[c:14]([CH:19]3[CH2:20][CH2:21][NH:22][CH2:23][CH2:24]3)[n:15][nH:16][c:17]2[cH:18]1.[N:1]#[C:2][Br:3].[Na+:8].[OH2:25]>>[N:1]#[C:2][N:22]1[CH2:21][CH2:20][CH:19]([c:14]2[c:13]3[cH:12][cH:11][c:10]([Cl:9])[cH:18][c:17]3[nH:16][n:15]2)[CH2:24][CH2:23]1. Product: N#CN1CCC(c2n[nH]c3cc(Cl)ccc23)CC1. Reactants: FC1=C2C(C=C(OC2=C(C=C1)C=O)C)=O (5-fluoro-2-methyl-4-oxo-4H-chromene-8-carbaldehyde), C(#N)C=C(C)[O-].[Na+] (sodium 1-cyanoprop-1-en-2-olate), N\C(=C/C(=O)OC(C)C)\C (isopropyl 3-aminocrotonate), C(C)(=O)O (acetic acid). Product: C(#N)C=1C(C(=C(NC1C)C)C(=O)OC(C)C)C=1C=CC(=C2C(C=C(OC12)C)=O)F (Isopropyl 5-cyano-4-(5-fluoro-2-methyl-4-oxo-4H-chromen-8-yl)-2,6-dimethyl-1,4-dihydropyridine-3-carboxylate). Reaction SMILES: [F:1][C:2]1[CH:11]=[CH:10][C:9]([CH:12]=O)=[C:8]2[C:3]=1[C:4](=[O:15])[CH:5]=[C:6]([CH3:14])[O:7]2.[C:16]([CH:18]=[C:19]([O-])[CH3:20])#[N:17].[Na+].[NH2:23]/[C:24](/[CH3:32])=[CH:25]\[C:26]([O:28][CH:29]([CH3:31])[CH3:30])=[O:27].C(O)(=O)C>CC(O)C>[C:16]([C:18]1[CH:12]([C:9]2[CH:10]=[CH:11][C:2]([F:1])=[C:3]3[C:8]=2[O:7][C:6]([CH3:14])=[CH:5][C:4]3=[O:15])[C:25]([C:26]([O:28][CH:29]([CH3:31])[CH3:30])=[O:27])=[C:24]([CH3:32])[NH:23][C:19]=1[CH3:20])#[N:17] |f:1.2|. Procedure details: A solution of 100 mg (0.49 mmol) of 5-fluoro-2-methyl-4-oxo-4H-chromene-8-carbaldehyde in 5 ml of 2-propanol is mixed with 50.96 mg (0.49 mmol) of sodium 1-cyanoprop-1-en-2-olate, 69.45 mg (0.49 mmol) of isopropyl 3-aminocrotonate and 0.04 ml (0.73 mmol) of acetic acid and stirred under reflux for 3 h. After cooling, the mixture is concentrated. The residue is taken up in dichloromethane and washed with water. The organic phase is dried over sodium sulfate and concentrated. The resulting residue... Run in CC(C)O (2-propanol). Starting materials: N([C@@H](CC1=CC=CC=C1)C(=O)N[C@@H](CCCNC(N)=N)C(=O)O)C(=O)OCC1=CC=CC=C1 (Z-Phe-Arg-OH), C1CCC(CC1)N=C=NC2CCCCC2 (DCCI), N[C@@H](CC(C)C)C(=O)N[C@@H](C(C)C)C(=O)N[C@@H]([C@@H](C)CC)C(=O)N[C@@H](CC1=CNC=N1)C(=O)N (H-Leu-Val-Ile-His-NH2), C=1C=CC2=C(C1)N=NN2O (HOBt). Run in C(Cl)Cl.CO.O (methylene chloride methanol water). Yields the product N([C@@H](CC1=CC=CC=C1)C(=O)N[C@@H](CCCNC(N)=N)C(=O)N[C@@H](CC(C)C)C(=O)N[C@@H](C(C)C)C(=O)N[C@@H]([C@@H](C)CC)C(=O)N[C@@H](CC1=CNC=N1)C(=O)N)C(=O)OCC1=CC=CC=C1 (Z-Phe-Arg-Leu-Val-Ile-His-NH2). As a reaction SMILES: [NH:1]([C:24]([O:26][CH2:27][C:28]1[CH:33]=[CH:32][CH:31]=[CH:30][CH:29]=1)=[O:25])[C@H:2]([C:10]([NH:12][C@H:13]([C:21](O)=[O:22])[CH2:14][CH2:15][CH2:16][NH:17][C:18](=[NH:20])[NH2:19])=[O:11])[CH2:3][C:4]1[CH:9]=[CH:8][CH:7]=[CH:6][CH:5]=1.[NH2:34][C@H:35]([C:40]([NH:42][C@H:43]([C:47]([NH:49][C@H:50]([C:55]([NH:57][C@H:58]([C:65]([NH2:67])=[O:66])[CH2:59][C:60]1[N:64]=[CH:63][NH:62][CH:61]=1)=[O:56])[C@H:51]([CH2:53][CH3:54])[CH3:52])=[O:48])[CH:44]([CH3:46])[CH3:45])=[O:41])[CH2:36][CH:37]([CH3:39])[CH3:38].C1C=CC2N(O)N=NC=2C=1.C1CCC(N=C=NC2CCCCC2)CC1>C(Cl)Cl.CO.O>[NH:1]([C:24]([O:26][CH2:27][C:28]1[CH:29]=[CH:30][CH:31]=[CH:32][CH:33]=1)=[O:25])[C@H:2]([C:10]([NH:12][C@H:13]([C:21]([NH:34][C@H:35]([C:40]([NH:42][C@H:43]([C:47]([NH:49][C@H:50]([C:55]([NH:57][C@H:58]([C:65]([NH2:67])=[O:66])[CH2:59][C:60]1[N:64]=[CH:63][NH:62][CH:61]=1)=[O:56])[C@H:51]([CH2:53][CH3:54])[CH3:52])=[O:48])[CH:44]([CH3:45])[CH3:46])=[O:41])[CH2:36][CH:37]([CH3:39])[CH3:38])=[O:22])[CH2:14][CH2:15][CH2:16][NH:17][C:18](=[NH:19])[NH2:20])=[O:11])[CH2:3][C:4]1[CH:9]=[CH:8][CH:7]=[CH:6][CH:5]=1 |f:4.5.6|. Procedure details: In a manner analogous to that described in Example 1, using as starting materials 69 mg of Z-Phe-Arg-OH, 50 mg of H-Leu-Val-Ile-His-NH2, 16 mg of HOBt and 40 mg of DCCI, the title compound is obtained in the form of a colourless powder after flash chromatography (45 g of silica gel 60, 40-63 μm, eluant system methylene chloride/methanol/water/glacial acetic acid 330:100: 19:2). Rf (S3)=0.16.